This data is from the Open Reaction Database (ORD), a public repository of structured organic reaction records. The task is: describe an organic reaction: reactants, conditions, products, and yield Starting materials: C1=CC=CC2=C1NC1=C(CCC2)C=CC=C1 (5,6,7,12-tetrahydrodibenzo[b,g]azocine), C1(=CC=CC=C1)C (toluene), C(C)C(C(=O)Cl)C(=O)Cl (ethyl malonyl chloride), [OH-].[Na+] (NaOH), O (water), C1(=CC=CC=C1)C (toluene). Yields the product C(C)OC(CC(=O)N1C2=C(CCCC3=C1C=CC=C3)C=CC=C2)=O (3-(6,7-dihydro-5H-dibenzo[b,g]azocin-12-yl)-3-oxopropionic acid ethyl ester). The yield is 95.0%. Reaction SMILES: [CH:1]1[C:6]2[NH:7][C:8]3[CH:16]=[CH:15][CH:14]=[CH:13][C:9]=3[CH2:10][CH2:11][CH2:12][C:5]=2[CH:4]=[CH:3][CH:2]=1.C([CH:19]([C:23](Cl)=[O:24])[C:20](Cl)=[O:21])C.[OH-:26].[Na+].O.[C:29]1([CH3:35])C=CC=CC=1>>[CH2:29]([O:26][C:23](=[O:24])[CH2:19][C:20]([N:7]1[C:6]2[CH:1]=[CH:2][CH:3]=[CH:4][C:5]=2[CH2:12][CH2:11][CH2:10][C:9]2[CH:13]=[CH:14][CH:15]=[CH:16][C:8]1=2)=[O:21])[CH3:35] |f:2.3|. Reported procedure: In a 100 ml roundbottom flask equipped with magnetical stirring, thermometer and addition funnel, 5,6,7,12-tetrahydrodibenzo[b,g]azocine (2.1 g, 0.01 mol, prepared in a similar way as described in Chem. Pharm. Bull., 26, (1978), 942) was dissolved in dry toluene (60 ml) and ethyl malonyl chloride (2.0 g, 0.013 mol) was slowly added. The reaction mixture was heated at reflux temperature for 2 h and then allowed to cool to room temperature. Under stirring, 0.2N NaOH (5 ml) and water (60 ml) were a... Reactants: B(OCC)(OCC)OCC (triethyl borate), solution, C(CCC)[Li] (butyl lithium), C(C1=CC=CC=C1)OC=1C(=CC(=C(C1)OC)Br)CC (5-benzyloxy-2-bromo-4-ethyl-1-methoxybenzene). Run in C1CCOC1 (THF). Reaction conditions: temperature -78 celsius, time 45 minute. Yields the product C(C1=CC=CC=C1)OC1=CC(=C(C=C1CC)B(O)O)OC (4-benzyloxy-5-ethyl-2-methoxy-phenylboronic acid). Isolated yield 71.6%. Reaction SMILES: [CH2:1]([O:8][C:9]1[C:10]([CH2:18][CH3:19])=[CH:11][C:12](Br)=[C:13]([O:15][CH3:16])[CH:14]=1)[C:2]1[CH:7]=[CH:6][CH:5]=[CH:4][CH:3]=1.C([Li])CCC.[B:25](OCC)([O:29]CC)[O:26]CC>C1COCC1>[CH2:1]([O:8][C:9]1[C:10]([CH2:18][CH3:19])=[CH:11][C:12]([B:25]([OH:29])[OH:26])=[C:13]([O:15][CH3:16])[CH:14]=1)[C:2]1[CH:7]=[CH:6][CH:5]=[CH:4][CH:3]=1. Reported procedure: Under a nitrogen atmosphere, 16.70 g (52.00 mmol) of 5-benzyloxy-2-bromo-4-ethyl-1-methoxybenzene (4) was added to 110 mL of anhydrous THF. The solution was cooled to −78° C., and 22.88 mL (57.19 mmol) of a 2.5 M solution of butyl lithium was added dropwise while maintaining the temperature below −70° C. The reaction mixture was stirred at −78° C. for 45 minutes. 9.73 mL (57.19 mmol) of triethyl borate was then added, and the reaction was allowed to stir at −78° C. for an additional 2 hours. The...